This data is from the Open Reaction Database (ORD), a public repository of structured organic reaction records. The task is: describe an organic reaction: reactants, conditions, products, and yield Reactants: CC(C)(C)[O-], CCOC(=O)c1n[nH]c2ccc(F)cc12, CC(C)I, [K+], C1CCOC1. Product: CCOC(=O)c1nn(C(C)C)c2ccc(F)cc12. RXN SMILES: [CH3:16][C:17]([CH3:18])([CH3:19])[O-:20].[F:1][c:2]1[cH:3][c:4]2[c:5]([C:11](=[O:12])[O:13][CH2:14][CH3:15])[n:6][nH:7][c:8]2[cH:9][cH:10]1.[I:22][CH:23]([CH3:24])[CH3:25].[K+:21].[O:26]1[CH2:27][CH2:28][CH2:29][CH2:30]1>>[F:1][c:2]1[cH:3][c:4]2[c:5]([C:11](=[O:12])[O:13][CH2:14][CH3:15])[n:6][n:7]([CH:17]([CH3:16])[CH3:18])[c:8]2[cH:9][cH:10]1. Run in O1CCCC1 (tetrahydrofuran). The yield is 22.1%. Reactants: C(C)(=O)Cl (acetyl chloride), CC(C)([O-])C.[K+] (potassium tert-butoxide), CC1(N=C(N(C1=O)NC1=CC=CC=C1)SC)C1=CC=CC=C1 (4-methyl-1-phenylamino-2-methylthio-4-phenyl-2-imidazolin-5-one), CC1(N=C(N(C1=O)NC1=CC=CC=C1)SC)C1=CC=CC=C1 (4-methyl-1-phenylamino-2-methylthio-4-phenyl-2-imidazolin-5-one), O (water). Reaction SMILES: [CH3:1][C:2](C)([O-:4])C.[K+].[CH3:7][C:8]1([C:23]2[CH:28]=[CH:27][CH:26]=[CH:25][CH:24]=2)[C:12](=[O:13])[N:11]([NH:14][C:15]2[CH:20]=[CH:19][CH:18]=[CH:17][CH:16]=2)[C:10]([S:21][CH3:22])=[N:9]1.C(Cl)(=O)C.O>O1CCCC1>[CH3:7][C:8]1([C:23]2[CH:28]=[CH:27][CH:26]=[CH:25][CH:24]=2)[C:12](=[O:13])[N:11]([N:14]([C:2](=[O:4])[CH3:1])[C:15]2[CH:20]=[CH:19][CH:18]=[CH:17][CH:16]=2)[C:10]([S:21][CH3:22])=[N:9]1 |f:0.1|. Reaction conditions: temperature 0 celsius. Procedure details: 0.4 g (3.5 mmol) of potassium tert-butoxide is added to a solution of 4-methyl-1-phenylamino-2-methylthio-4-phenyl-2-imidazolin-5-one (Compound 9) (1 g, 3.2 mmol) in anhydrous tetrahydrofuran (30 ml), cooled beforehand to 0° C. The mixture is left to react for 0.5 hour at 0° C. 0.25 g (3.5 mmol) of acetyl chloride is then added and the mixture is left to react for 0.5 hour at room temperature. The reaction mixture is poured into 100 ml of water and the product is extracted with 100 ml of diethyl... Product: CC1(N=C(N(C1=O)N(C1=CC=CC=C1)C(C)=O)SC)C1=CC=CC=C1 (4-methyl-1-(N-acetyl-N-phenylamino)-2-methylthio-4-phenyl-2-imidazolin-5-one). The reactants are [O-]P(=O)([O-])[O-].[K+].[K+].[K+] (K3PO4), NCC(O)C1=CC=CC=C1 (rac-2-amino-1-phenylethanol), IC1=CC(=CC=C1)[N+](=O)[O-] (1-iodo-3-nitrobenzene), PTFE, Teflon, C(CO)O (Ethylene glycol). Reagents/catalysts: [Cu]I (CuI). Solvent: [Cl-].[Na+].O (brine), C(Cl)Cl (methylene chloride), C(C)(C)O (isopropyl alcohol). Run at temperature 75 celsius, time 48 hour. Yields the product [N+](=O)([O-])C=1C=C(C=CC1)NCC(O)C1=CC=CC=C1 (2-(3-Nitrophenylamino)-1-phenylethanol). Isolated yield 66.0%. As a reaction SMILES: [O-]P([O-])([O-])=O.[K+].[K+].[K+].[NH2:9][CH2:10][CH:11]([C:13]1[CH:18]=[CH:17][CH:16]=[CH:15][CH:14]=1)[OH:12].I[C:20]1[CH:25]=[CH:24][CH:23]=[C:22]([N+:26]([O-:28])=[O:27])[CH:21]=1.C(O)CO>[Cl-].[Na+].O.[Cu]I.C(Cl)Cl.C(O)(C)C>[N+:26]([C:22]1[CH:21]=[C:20]([NH:9][CH2:10][CH:11]([C:13]2[CH:18]=[CH:17][CH:16]=[CH:15][CH:14]=2)[OH:12])[CH:25]=[CH:24][CH:23]=1)([O-:28])=[O:27] |f:0.1.2.3,7.8.9|. Reported procedure: A 15 mL screw top test tube fitted with a PTFE septum cap was purged with argon before addition of CuI (5.0 mg, 0.026 mmol, 2.6 mol %), K3PO4 (425 mg, 2.0 mmol), rac-2-amino-1-phenylethanol (140 mg, 1.02 mmol) and 1-iodo-3-nitrobenzene (302 mg, 1.25 mmol). Ethylene glycol (56 μL, 1.02 mmol) and isopropyl alcohol (1.0 mL) were added, via syringe, under argon. The septum cap was replaced with a solid, Teflon-lined cap and the reaction was stirred magnetically at 75° C. for 48 h. The reaction mixtu...